From a dataset of the Open Reaction Database (ORD), a public repository of structured organic reaction records. describe an organic reaction: reactants, conditions, products, and yield Starting materials: CN, CO, CS(=O)(=O)OC1CN(C(c2ccccc2)c2ccccc2)C1. Product: CNC1CN(C(c2ccccc2)c2ccccc2)C1. Reaction SMILES: [CH3:23][NH2:24].[CH3:25][OH:26].[CH:1]([c:2]1[cH:3][cH:4][cH:5][cH:6][cH:7]1)([c:8]1[cH:9][cH:10][cH:11][cH:12][cH:13]1)[N:14]1[CH2:15][CH:16]([O:18][S:19]([CH3:20])(=[O:21])=[O:22])[CH2:17]1>>[CH:1]([c:2]1[cH:3][cH:4][cH:5][cH:6][cH:7]1)([c:8]1[cH:9][cH:10][cH:11][cH:12][cH:13]1)[N:14]1[CH2:15][CH:16]([NH:24][CH3:23])[CH2:17]1. The reactants are CC(C)([O-])C.[K+] (potassium tert-butoxide), FC(C=1C=C(C=CC1)C1=CCNC=2N1N=CC2C(=O)N)(F)F (4,5-dihydro-7-[3-(trifluoromethyl)-phenyl]pyrazolo[1,5-a]pyrimidine-3-carboxamide), C(=S)=S (carbon disulfide). The solvent is O1CCCC1 (tetrahydrofuran). Conditions: temperature -6.2 celsius, time 45 minute. Yields the product CSC1=NC(C=2C=NN3C(=CCN1C32)C3=CC(=CC=C3)C(F)(F)F)=O (5-(Methylthio)-8-[3-(trifluoromethyl)phenyl]-3H,6H-1,4,5a,8a-tetraazaacenaphthylen-3-one). Yield: 90.5%. As a reaction SMILES: [F:1][C:2]([F:22])([F:21])[C:3]1[CH:4]=[C:5]([C:9]2[N:14]3[N:15]=[CH:16][C:17]([C:18]([NH2:20])=[O:19])=[C:13]3[NH:12][CH2:11][CH:10]=2)[CH:6]=[CH:7][CH:8]=1.[CH3:23]C(C)([O-])C.[K+].[C:29](=[S:31])=S>O1CCCC1>[CH3:23][S:31][C:29]1[N:12]2[C:13]3[N:14]([C:9]([C:5]4[CH:6]=[CH:7][CH:8]=[C:3]([C:2]([F:21])([F:1])[F:22])[CH:4]=4)=[CH:10][CH2:11]2)[N:15]=[CH:16][C:17]=3[C:18](=[O:19])[N:20]=1 |f:1.2|. Procedure details: A solution of 3.18 kg of 4,5-dihydro-7-[3-(trifluoromethyl)-phenyl]pyrazolo[1,5-a]pyrimidine-3-carboxamide in 30 L of tetrahydrofuran is cooled to 2.8° C. under nitrogen and stirred while 1370 g of potassium tert-butoxide is added portionwise over 25 minutes while maintaining a temperature less than 4° C. The reaction mixture is stirred at -6.2° C. for 45 minutes. To the reaction mixture is added 850 g of carbon disulfide through a dropping funnel over a 10 minute period while maintaining the te... Starting materials: FC=1C=C(C=NC1)C1=CC(=NC(=N1)SC)N1[C@H](COCC1)C ((S)-4-(6-(5-fluoropyridin-3-yl)-2-(methylthio)pyrimidin-4-yl)-3-methylmorpholine), OCCNC(=O)NC1=CC=C(C=C1)B1OC(C(O1)(C)C)(C)C (1-(2-hydroxyethyl)-3-(4-(4,4,5,5-tetramethyl-1,3,2-dioxaborolan-2-yl)phenyl)urea), OCCNC(=O)NC1=CC=C(C=C1)B1OC(C(O1)(C)C)(C)C (1-(2-hydroxyethyl)-3-(4-(4,4,5,5-tetramethyl-1,3,2-dioxaborolan-2-yl)phenyl)urea), ClC1=NC(=NC(=C1)C1=C(C=CC(=C1)F)S(=O)(=O)C)N1[C@H](COCC1)C ((S)-4-(4-chloro-6-(5-fluoro-2-(methylsulfonyl)phenyl)pyrimidin-2-yl)-3-methylmorpholine), ClC1=NC(=NC(=C1)C1=C(C=CC(=C1)F)S(=O)(=O)C)N1[C@H](COCC1)C ((S)-4-(4-chloro-6-(5-fluoro-2-(methylsulfonyl)phenyl)pyrimidin-2-yl)-3-methylmorpholine). Yields the product FC=1C=CC(=C(C1)C1=CC(=NC(=N1)N1[C@H](COCC1)C)C1=CC=C(C=C1)NC(=O)NCCO)S(=O)(=O)C ((S)-1-(4-(6-(5-fluoro-2-(methylsulfonyl)phenyl)-2-(3-methylmorpholino)pyrimidin-4-yl)phenyl)-3-(2-hydroxyethyl)urea). Yield: 24.0%. As a reaction SMILES: FC1C=C(C2N=C(SC)N=C(N3CCOC[C@@H]3C)C=2)C=NC=1.Cl[C:24]1[CH:29]=[C:28]([C:30]2[CH:35]=[C:34]([F:36])[CH:33]=[CH:32][C:31]=2[S:37]([CH3:40])(=[O:39])=[O:38])[N:27]=[C:26]([N:41]2[CH2:46][CH2:45][O:44][CH2:43][C@@H:42]2[CH3:47])[N:25]=1.[OH:48][CH2:49][CH2:50][NH:51][C:52]([NH:54][C:55]1[CH:60]=[CH:59][C:58](B2OC(C)(C)C(C)(C)O2)=[CH:57][CH:56]=1)=[O:53]>>[F:36][C:34]1[CH:33]=[CH:32][C:31]([S:37]([CH3:40])(=[O:39])=[O:38])=[C:30]([C:28]2[N:27]=[C:26]([N:41]3[CH2:46][CH2:45][O:44][CH2:43][C@@H:42]3[CH3:47])[N:25]=[C:24]([C:58]3[CH:59]=[CH:60][C:55]([NH:54][C:52]([NH:51][CH2:50][CH2:49][OH:48])=[O:53])=[CH:56][CH:57]=3)[CH:29]=2)[CH:35]=1. Procedure details: Method as described for intermediate 5 using (S)-4-(4-chloro-6-(5-fluoro-2-(methylsulfonyl)phenyl)pyrimidin-2-yl)-3-methylmorpholine (intermediate 16) and 1-(2-hydroxyethyl)-3-(4-(4,4,5,5-tetramethyl-1,3,2-dioxaborolan-2-yl)phenyl)urea (intermediate 18). Material was purified by prep HPLC (low pH) to afford a brown solid. Further purification was achieved using flash chromatography (20-100% EtOAc in petroleum ether (40:60) to afford a light brown solid (60 mg, 24%). The reactants are C[O-].[Na+] (sodium methoxide), solution, C(C)(C)(C)OC(=O)N[C@@H]1CC[C@H](CC1)COS(=O)(=O)C (trans methanesulfonic acid 4-tert-butoxycarbonylamino-cyclohexylmethyl ester). The solvent is CO (methanol), C1CCOC1 (THF), CO (methanol). The product is C(C)(C)(C)OC(N[C@@H]1CC[C@H](CC1)COC)=O (trans (4-methoxymethyl-cyclohexyl)-carbamic acid tert-butyl ester). Isolated yield 90.0%. As a reaction SMILES: [CH3:1][O-].[Na+].[C:4]([O:8][C:9]([NH:11][C@H:12]1[CH2:17][CH2:16][C@H:15]([CH2:18][O:19]S(C)(=O)=O)[CH2:14][CH2:13]1)=[O:10])([CH3:7])([CH3:6])[CH3:5]>CO.C1COCC1>[C:4]([O:8][C:9](=[O:10])[NH:11][C@H:12]1[CH2:17][CH2:16][C@H:15]([CH2:18][O:19][CH3:1])[CH2:14][CH2:13]1)([CH3:7])([CH3:6])[CH3:5] |f:0.1|. Procedure details: A solution of sodium methoxide in methanol (6.0 mL of a 25% solution, ˜27.0 mmol) was added to a solution of trans methanesulfonic acid 4-tert-butoxycarbonylamino-cyclohexylmethyl ester (1.50 g, 4.88 mmol) in THF (15 mL) and methanol (15 mL). The mixture was heated at reflux for 6.75 hours. The cold mixture was concentrated under vacuum to remove most of the solvent then diluted with water (10 mL). The mixture was then cautiously neutralised with 1M hydrochloric acid then extracted with DCM (3×2... Starting materials: OC(=O)CCCCCCCCC (capric acid), [Br-].[NH4+] (ammonium bromide), [I-].[NH4+] (ammonium iodide), [OH-].[Na+] (sodium hydroxide), [N+](=O)([O-])[O-].[Ag+] (silver nitrate). Solvent: O (water), C(C)(=O)OCCCC (butyl acetate), O (water). Yields the product BrI.[Ag] (silver bromoiodide), [O-]C(=O)CCCCCCCCC.[Ag+] (silver caprate). Reaction SMILES: [OH:1][C:2]([CH2:4][CH2:5][CH2:6][CH2:7][CH2:8][CH2:9][CH2:10][CH2:11][CH3:12])=[O:3].[OH-].[Na+].[Br-:15].[NH4+].[I-:17].[NH4+].[N+]([O-])([O-])=O.[Ag+:23]>C(OCCCC)(=O)C.O>[Br:15][I:17].[Ag:23].[O-:3][C:2]([CH2:4][CH2:5][CH2:6][CH2:7][CH2:8][CH2:9][CH2:10][CH2:11][CH3:12])=[O:1].[Ag+:23] |f:1.2,3.4,5.6,7.8,11.12,13.14|. Procedure: A solution of 11 g of capric acid dissolved in 100 ml of butyl acetate was mixed with a solution of 1.8 g of sodium hydroxide dissolved in 150 ml of water, and 0.25 g of ammonium bromide and 0.02 g of ammonium iodide were then added thereto, all at 25° C. The resulting mixture was stirred by a homogenizer rotating at 1,500 r.p.m. to emulsify the mixture. While stirring, an aqueous solution of 8.5 g of silver nitrate dissolved in 50 ml of water was added to the emulsion to form silver bromoiodide...